From a dataset of the Open Reaction Database (ORD), a public repository of structured organic reaction records. describe an organic reaction: reactants, conditions, products, and yield Starting materials: C1CCOC1, Clc1ccnc(Cl)n1, CC(N)c1ccccc1. The product is CC(Nc1nccc(Cl)n1)c1ccccc1. As a reaction SMILES: [CH2:18]1[O:19][CH2:20][CH2:21][CH2:22]1.[Cl:1][c:2]1[n:3][cH:4][cH:5][c:6]([Cl:8])[n:7]1.[c:9]1([CH:15]([CH3:16])[NH2:17])[cH:10][cH:11][cH:12][cH:13][cH:14]1>>[c:2]1([NH:17][CH:15]([c:9]2[cH:10][cH:11][cH:12][cH:13][cH:14]2)[CH3:16])[n:3][cH:4][cH:5][c:6]([Cl:8])[n:7]1. Run at time 2 hour. Reaction SMILES: [N:1]1([C:6]2[CH:15]=[CH:14][C:9]([O:10][CH2:11][CH2:12][OH:13])=[CH:8][CH:7]=2)[CH:5]=[N:4][CH:3]=[N:2]1.[S:16](Cl)(=[O:19])(=[O:18])[NH2:17].C(N(C(C)C)CC)(C)C>C(#N)C>[N:1]1([C:6]2[CH:7]=[CH:8][C:9]([O:10][CH2:11][CH2:12][O:13][S:16](=[O:19])(=[O:18])[NH2:17])=[CH:14][CH:15]=2)[CH:5]=[N:4][CH:3]=[N:2]1. Isolated yield 55.0%. Starting materials: C(C)(C)N(CC)C(C)C (diisopropylethylamine), N1(N=CN=C1)C1=CC=C(OCCO)C=C1 (2-[4-(1H-1,2,4-triazol-1-yl)phenoxyl]ethanol), S(N)(=O)(=O)Cl (sulfamoyl chloride). The solvent is C(C)#N (acetonitrile), C(C)#N (acetonitrile). The product is N1(N=CN=C1)C1=CC=C(OCCOS(N)(=O)=O)C=C1 (Sulfamic acid 2-[4-(1H-1,2,4-triazol-1-yl)phenoxy]ethyl ester). Procedure details: A solution of 8.2 g (0.04 mole) of 2-[4-(1H-1,2,4-triazol-1-yl)phenoxyl]ethanol in 100 ml of acetonitrile was treated with a solution of 1.3 equivalents of sulfamoyl chloride in 19 ml of acetonitrile. One equivalent, 5.2 g (0.04 mole) of diisopropylethylamine was also added in one portion. The mixture was stirred for 2 hr. The precipitate was collected and partitioned between ethyl acetate and a dilute potassium carbonate solution. The organic layer was separated and concentrated to a white powd... Reactants: C(C)OC(=O)C=1N=CC=2NC3=CC=C(C=C3C2C1COC)O (6-hydroxy-4-methoxymethyl-β-carboline-3-carboxylic acid ethyl ester), ClC1=NC=CC=N1 (2-chloropyrimidine). The product is C(C)OC(=O)C=1N=CC=2NC3=CC=C(C=C3C2C1COC)OC1=NC=CC=N1 (4-Methoxymethyl-6-(2-pyrimidinyloxy)-β-carboline-3-carboxylic Acid Ethyl Ester). As a reaction SMILES: [CH2:1]([O:3][C:4]([C:6]1[N:7]=[CH:8][C:9]2[NH:10][C:11]3[C:16]([C:17]=2[C:18]=1[CH2:19][O:20][CH3:21])=[CH:15][C:14]([OH:22])=[CH:13][CH:12]=3)=[O:5])[CH3:2].Cl[C:24]1[N:29]=[CH:28][CH:27]=[CH:26][N:25]=1>>[CH2:1]([O:3][C:4]([C:6]1[N:7]=[CH:8][C:9]2[NH:10][C:11]3[C:16]([C:17]=2[C:18]=1[CH2:19][O:20][CH3:21])=[CH:15][C:14]([O:22][C:24]1[N:29]=[CH:28][CH:27]=[CH:26][N:25]=1)=[CH:13][CH:12]=3)=[O:5])[CH3:2]. Procedure: Analogously to Example 8 from 6-hydroxy-4-methoxymethyl-β-carboline-3-carboxylic acid ethyl ester and 2-chloropyrimidine, mp 128°-129° C. Reactants: [BH4-], COC1(c2ccc(Cl)c(Cc3ccc(OCC(F)F)cc3)c2)OC(C=O)(CO)C(OCc2ccccc2)C(OCc2ccccc2)C1OCc1ccccc1, [Na+], O. The product is COC1(c2ccc(Cl)c(Cc3ccc(OCC(F)F)cc3)c2)OC(CO)(CO)C(OCc2ccccc2)C(OCc2ccccc2)C1OCc1ccccc1. Reaction SMILES: [BH4-:56].[CH2:1]([c:2]1[cH:3][cH:4][cH:5][cH:6][cH:7]1)[O:8][CH:9]1[C:10]([CH:52]=[O:53])([CH2:54][OH:55])[O:11][C:12]([O:31][CH3:32])([c:33]2[cH:34][c:35]([CH2:40][c:41]3[cH:42][cH:43][c:44]([O:47][CH2:48][CH:49]([F:50])[F:51])[cH:45][cH:46]3)[c:36]([Cl:39])[cH:37][cH:38]2)[CH:13]([O:23][CH2:24][c:25]2[cH:26][cH:27][cH:28][cH:29][cH:30]2)[CH:14]1[O:15][CH2:16][c:17]1[cH:18][cH:19][cH:20][cH:21][cH:22]1.[Na+:57].[OH2:58]>>[CH2:1]([c:2]1[cH:3][cH:4][cH:5][cH:6][cH:7]1)[O:8][CH:9]1[C:10]([CH2:52][OH:53])([CH2:54][OH:55])[O:11][C:12]([O:31][CH3:32])([c:33]2[cH:34][c:35]([CH2:40][c:41]3[cH:42][cH:43][c:44]([O:47][CH2:48][CH:49]([F:50])[F:51])[cH:45][cH:46]3)[c:36]([Cl:39])[cH:37][cH:38]2)[CH:13]([O:23][CH2:24][c:25]2[cH:26][cH:27][cH:28][cH:29][cH:30]2)[CH:14]1[O:15][CH2:16][c:17]1[cH:18][cH:19][cH:20][cH:21][cH:22]1. Yields the product C1(CC1)COC1=C(C=CC(=N1)C(=O)N1CCC12COC2)N2CC(C2)(F)F ([6-Cyclopropylmethoxy-5-(3,3-difluoro-azetidin-1-yl)-pyridin-2-yl]-(6-oxa-1-aza-spiro[3.3]hept-1-yl)-methanone). As a reaction SMILES: [CH:1]1([CH2:4][O:5][C:6]2[N:11]=[C:10]([C:12]([OH:14])=O)[CH:9]=[CH:8][C:7]=2[N:15]2[CH2:18][C:17]([F:20])([F:19])[CH2:16]2)[CH2:3][CH2:2]1.C(O)(=O)C(O)=O.[NH:27]1[C:30]2([CH2:33][O:32][CH2:31]2)[CH2:29][CH2:28]1.CN(C(ON1N=NC2C=CC=CC1=2)=[N+](C)C)C.[B-](F)(F)(F)F.CCN(C(C)C)C(C)C>>[CH:1]1([CH2:4][O:5][C:6]2[N:11]=[C:10]([C:12]([N:27]3[C:30]4([CH2:33][O:32][CH2:31]4)[CH2:29][CH2:28]3)=[O:14])[CH:9]=[CH:8][C:7]=2[N:15]2[CH2:18][C:17]([F:20])([F:19])[CH2:16]2)[CH2:2][CH2:3]1 |f:1.2,3.4|. Starting materials: C(C(=O)O)(=O)O.N1CCC12COC2 (6-oxa-1-azaspiro[3.3]heptane oxalate), CN(C)C(=[N+](C)C)ON1C2=C(C=CC=C2)N=N1.[B-](F)(F)(F)F (TBTU), CCN(C(C)C)C(C)C (DIEA), C1(CC1)COC1=C(C=CC(=N1)C(=O)O)N1CC(C1)(F)F (6-cyclopropylmethoxy-5-(3,3-difluoro-azetidin-1-yl)-pyridine-2-carboxylic acid). Procedure: In analogy to the procedure described in Example 47 b), 6-cyclopropylmethoxy-5-(3,3-difluoro-azetidin-1-yl)-pyridine-2-carboxylic acid (Example 1 b)) was reacted with 6-oxa-1-azaspiro[3.3]heptane oxalate (CAN 1359655-43-8) in the presence of TBTU and DIEA to give the title compound as colorless oil; MS (EI): m/e=366.4 [MH+]. As a reaction SMILES: C([N:8]1[CH2:13][CH2:12][CH:11]([N:14]2[C:18](=[O:19])[C:17]3=[CH:20][CH:21]=[CH:22][CH:23]=[C:16]3[C:15]2=[O:24])[CH2:10][CH2:9]1)C1C=CC=CC=1.[ClH:25]>CO.C(O)(=O)C.[Pd]>[ClH:25].[C:15]1(=[O:24])[N:14]([CH:11]2[CH2:10][CH2:9][NH:8][CH2:13][CH2:12]2)[C:18](=[O:19])[C:17]2=[CH:20][CH:21]=[CH:22][CH:23]=[C:16]12 |f:2.3,5.6|. Procedure details: 16.0 Grams of 1-benzyl-4-phthalimido-piperidine were dissolved in 200 milliliters of 50% methanol/acetic acid and 25 milliliters of ethereal hydrogen chloride, and were hydrogenated at 60° C. and 60 psi in the presence of 2.0 grams of 10% palladium-on-charcoal catalyst. After 4 hours the reaction mixture was filtered while still hot and addition of ether gave 8.7 grams of 4-phthalimido-piperidine mono-hydrochloride. Melting point: 300° C. with decomposition. Product: Cl.C1(C=2C(C(N1C1CCNCC1)=O)=CC=CC2)=O (4-phthalimido-piperidine mono-hydrochloride). The reactants are C(C1=CC=CC=C1)N1CCC(CC1)N1C(C=2C(C1=O)=CC=CC2)=O (1-benzyl-4-phthalimido-piperidine), Cl (hydrogen chloride). The solvent is CO.C(C)(=O)O (methanol acetic acid). The reagents and catalysts are [Pd] (palladium-on-charcoal). The reactants are O=C([O-])[O-], COc1cc2c(Cl)ccnc2cc1OCc1ccccc1, Cc1cc(O)c(-c2nc(C)c(C)s2)nc1C, CN(C)c1ccncc1, CS(C)=O, [Cs+], [Cs+], O. Yields the product COc1cc2c(Oc3cc(C)c(C)nc3-c3nc(C)c(C)s3)ccnc2cc1OCc1ccccc1. Reaction SMILES: [C:38](=[O:39])([O-:40])[O-:41].[CH2:17]([c:18]1[cH:19][cH:20][cH:21][cH:22][cH:23]1)[O:24][c:25]1[c:26]([O:36][CH3:37])[cH:27][c:28]2[c:29]([Cl:35])[cH:30][cH:31][n:32][c:33]2[cH:34]1.[CH3:1][c:2]1[n:3][c:4](-[c:8]2[n:9][c:10]([CH3:16])[c:11]([CH3:15])[cH:12][c:13]2[OH:14])[s:5][c:6]1[CH3:7].[CH3:45][N:46]([CH3:47])[c:48]1[cH:49][cH:50][n:51][cH:52][cH:53]1.[CH3:54][S:55](=[O:56])[CH3:57].[Cs+:42].[Cs+:43].[OH2:44]>>[CH3:1][c:2]1[n:3][c:4](-[c:8]2[n:9][c:10]([CH3:16])[c:11]([CH3:15])[cH:12][c:13]2[O:14][c:29]2[c:28]3[cH:27][c:26]([O:36][CH3:37])[c:25]([O:24][CH2:17][c:18]4[cH:19][cH:20][cH:21][cH:22][cH:23]4)[cH:34][c:33]3[n:32][cH:31][cH:30]2)[s:5][c:6]1[CH3:7]. Starting materials: NC=1C=C(OC2=CC(=NC=C2)C(=O)N)C=CC1 (4-(3-aminophenoxy)pyridine-2-carboxamide), NC1=CC=C(C=C1)O (4-amino-phenol), ClC1=NC(=NC=C1)C (4-chloro-2-methylpyrimidine). Yields the product CC1=NC=CC(=N1)OC1=CC=C(C=C1)N ({4-[(2-methylpyrimidin-4-yl)oxy]phenyl}amine). RXN SMILES: NC1C=C(C=CC=1)OC1C=CN=C(C(N)=O)C=1.[NH2:18][C:19]1[CH:24]=[CH:23][C:22]([OH:25])=[CH:21][CH:20]=1.Cl[C:27]1[CH:32]=[CH:31][N:30]=[C:29]([CH3:33])[N:28]=1>>[CH3:33][C:29]1[N:30]=[C:31]([O:25][C:22]2[CH:23]=[CH:24][C:19]([NH2:18])=[CH:20][CH:21]=2)[CH:32]=[CH:27][N:28]=1. Reported procedure: This material is prepared by a method analogous to that described for preparation of 2C, starting from 4-amino-phenol and 4-chloro-2-methylpyrimidine. The reactants are CCO, Cl, O=[N+]([O-])c1cc2c(c(-c3cccnc3)c1)OCC2, [Na+], [OH-], O, [Sn]. Product: Nc1cc2c(c(-c3cccnc3)c1)OCC2. Reaction SMILES: [CH3:23][CH2:24][OH:25].[ClH:26].[N+:1]([O-:2])(=[O:3])[c:4]1[cH:5][c:6](-[c:13]2[cH:14][n:15][cH:16][cH:17][cH:18]2)[c:7]2[c:8]([cH:12]1)[CH2:9][CH2:10][O:11]2.[Na+:22].[OH-:21].[OH2:20].[Sn:19]>>[NH2:1][c:4]1[cH:5][c:6](-[c:13]2[cH:14][n:15][cH:16][cH:17][cH:18]2)[c:7]2[c:8]([cH:12]1)[CH2:9][CH2:10][O:11]2.